This data is from the Open Reaction Database (ORD), a public repository of structured organic reaction records. The task is: describe an organic reaction: reactants, conditions, products, and yield The reactants are [O-][I+3]([O-])([O-])[O-], [Na+], O=[Os](=O)(=O)=O, C=Cc1cccc2cc(C(C)Nc3ncnc4[nH]cnc34)n(-c3ccccc3)c(=O)c12. Product: CC(Nc1ncnc2[nH]cnc12)c1cc2cccc(C=O)c2c(=O)n1-c1ccccc1. As a reaction SMILES: [I+3:32]([O-:33])([O-:34])([O-:35])[O-:36].[Na+:37].[Os:38](=[O:39])(=[O:40])(=[O:41])=[O:42].[n:1]1[cH:2][n:3][c:4]2[nH:5][cH:6][n:7][c:8]2[c:9]1[NH:10][CH:11]([CH3:12])[c:13]1[n:14](-[c:26]2[cH:27][cH:28][cH:29][cH:30][cH:31]2)[c:15](=[O:25])[c:16]2[c:17]([CH:23]=[CH2:24])[cH:18][cH:19][cH:20][c:21]2[cH:22]1>>[n:1]1[cH:2][n:3][c:4]2[nH:5][cH:6][n:7][c:8]2[c:9]1[NH:10][CH:11]([CH3:12])[c:13]1[n:14](-[c:26]2[cH:27][cH:28][cH:29][cH:30][cH:31]2)[c:15](=[O:25])[c:16]2[c:17]([CH:23]=[O:33])[cH:18][cH:19][cH:20][c:21]2[cH:22]1. Reactants: Cc1cc(NC(=O)OC(C)(C)C)c(NC(=O)CC(=O)c2cccc(-c3ccc(C4CC4)nc3)c2)cc1Cl, ClCCl, O=C(O)C(F)(F)F. Product: Cc1cc2c(cc1Cl)NC(=O)CC(c1cccc(-c3ccc(C4CC4)nc3)c1)=N2. As a reaction SMILES: [C:1]([O:2][C:3](=[O:4])[NH:7][c:8]1[c:9]([NH:16][C:17]([CH2:18][C:19](=[O:5])[c:21]2[cH:22][c:23](-[c:27]3[cH:28][n:29][c:30]([CH:33]4[CH2:34][CH2:35]4)[cH:31][cH:32]3)[cH:24][cH:25][cH:26]2)=[O:36])[cH:10][c:11]([Cl:15])[c:12]([CH3:14])[cH:13]1)([CH3:6])([CH3:20])[CH3:37].[Cl:45][CH2:46][Cl:47].[F:38][C:39]([F:40])([F:41])[C:42]([OH:43])=[O:44]>>[N:7]1=[C:19]([c:21]2[cH:22][c:23](-[c:27]3[cH:28][n:29][c:30]([CH:33]4[CH2:34][CH2:35]4)[cH:31][cH:32]3)[cH:24][cH:25][cH:26]2)[CH2:18][C:17](=[O:36])[NH:16][c:9]2[c:8]1[cH:13][c:12]([CH3:14])[c:11]([Cl:15])[cH:10]2. The reactants are FC(OC1=CC=2C3=C(NC2C=C1)C1CCN(C3)CC1)(F)F (9-(trifluoromethoxy)-3,4,5,6-tetrahydro-1H-2,5-ethanoazepino[4,3-b]indole), C(#C)C=1C=NC=CC1 (3-ethynylpyridine). Yields the product N1=CC(=CC=C1)/C=C/N1C2=C(C=3C=C(C=CC13)OC(F)(F)F)CN1CCC2CC1 (6-[(E)-2-pyridin-3-ylvinyl]-9-(trifluoromethoxy)-3,4,5,6-tetrahydro-1H-2,5-ethanoazepino[4,3-b]indole). Reaction SMILES: [F:1][C:2]([F:21])([F:20])[O:3][C:4]1[CH:12]=[CH:11][C:10]2[NH:9][C:8]3[CH:13]4[CH2:19][CH2:18][N:16]([CH2:17][C:7]=3[C:6]=2[CH:5]=1)[CH2:15][CH2:14]4.[C:22]([C:24]1[CH:25]=[N:26][CH:27]=[CH:28][CH:29]=1)#[CH:23]>>[N:26]1[CH:27]=[CH:28][CH:29]=[C:24](/[CH:22]=[CH:23]/[N:9]2[C:10]3[CH:11]=[CH:12][C:4]([O:3][C:2]([F:1])([F:20])[F:21])=[CH:5][C:6]=3[C:7]3[CH2:17][N:16]4[CH2:15][CH2:14][CH:13]([C:8]2=3)[CH2:19][CH2:18]4)[CH:25]=1. Procedure: The coupling of 9-(trifluoromethoxy)-3,4,5,6-tetrahydro-1H-2,5-ethanoazepino[4,3-b]indole (140 mg, 0.473 mmol; Example 175) and 3-ethynylpyridine (97 mg, 0.945 mmol; Aldrich) was performed according to the procedure described in Example 20 to afford the title compound: 1H NMR (300 MHz, methanol-d4) δ ppm 2.09-2.18 (m, 4H), 3.03-3.16 (m, 2H), 3.19-3.29 (m, 2H), 3.42-3.49 (m, 1H), 4.25 (s, 2H), 6.86 (d, J=14 Hz, 1H), 7.10 (ddd, J=9, 2, 1 Hz, 1H), 7.28 (d, J=1 Hz, 1H), 7.45 (dd, J=8, 5 Hz, 1H), 7.7...